This data is from the Open Reaction Database (ORD), a public repository of structured organic reaction records. The task is: describe an organic reaction: reactants, conditions, products, and yield The reactants are CN(C)C=O, ClCCl, O=C(Cl)C(=O)Cl, O=C(O)C(CCC(F)(F)C(F)(F)F)S(=O)(=O)CCC(F)(F)F. Product: CNC(=O)C(CCC(F)(F)C(F)(F)F)S(=O)(=O)CCC(F)(F)F. As a reaction SMILES: [CH3:32][N:33]([CH3:34])[CH:35]=[O:36].[Cl:23][CH2:24][Cl:25].[Cl:26][C:27]([C:28]([Cl:29])=[O:30])=[O:31].[F:1][C:2]([CH2:3][CH2:4][CH:5]([C:6](=[O:7])[OH:8])[S:9](=[O:10])(=[O:11])[CH2:12][CH2:13][C:14]([F:15])([F:16])[F:17])([C:18]([F:19])([F:20])[F:21])[F:22]>>[F:1][C:2]([CH2:3][CH2:4][CH:5]([C:6](=[O:7])[NH:33][CH3:32])[S:9](=[O:10])(=[O:11])[CH2:12][CH2:13][C:14]([F:15])([F:16])[F:17])([C:18]([F:19])([F:20])[F:21])[F:22]. Reactants: C[O-].[Na+] (Sodium methoxide), Cl.O1CC(=CC2=CC=CC=C12)C(CCN1CCN(CC1)C)=O (1-(2H-3-chromenyl)-3-(N-methyl-piperazino)-1-propanone hydrochloride), Cl (hydrochloride), Cl (hydrochloric acid), [BH4-].[K+] (potassium borohydride). Run in CO (methanol), CO (methanol). Conditions: time 8 hour. The product is Cl.O1CC(=CC2=CC=CC=C12)C(CCN1CCN(CC1)C)O (1-(2H-3-chromenyl)-3-(N-methylpiperazino)-1-propanol hydrochloride). Reaction SMILES: [ClH:1].[O:2]1[C:11]2[C:6](=[CH:7][CH:8]=[CH:9][CH:10]=2)[CH:5]=[C:4]([C:12](=[O:22])[CH2:13][CH2:14][N:15]2[CH2:20][CH2:19][N:18]([CH3:21])[CH2:17][CH2:16]2)[CH2:3]1.C[O-].[Na+].[BH4-].[K+].Cl>CO>[ClH:1].[O:2]1[C:11]2[C:6](=[CH:7][CH:8]=[CH:9][CH:10]=2)[CH:5]=[C:4]([CH:12]([OH:22])[CH2:13][CH2:14][N:15]2[CH2:16][CH2:17][N:18]([CH3:21])[CH2:19][CH2:20]2)[CH2:3]1 |f:0.1,2.3,4.5,8.9|. Procedure: The hydrochloride (0.1 mole) obtained in Example 1 is dissolved in methanol (400 ml). Sodium methoxide (0.22 mole) in methanol solution is added thereto. The material is cooled to 0°-5° C. and potassium borohydride (0.4 mole) is added thereto. The material is stirred overnight. It is then evaporated in vacuo without heating, taken up into ether/H2O. The ethereal phase is washed with water, dried and evaporated, to give a pale yellow oil which is converted to the hydrochloride by addition of ethe...